This data is from the Open Reaction Database (ORD), a public repository of structured organic reaction records. The task is: describe an organic reaction: reactants, conditions, products, and yield Starting materials: B, CC(=O)O, C1CCOC1, C1CCOC1, COC(=O)c1cc(C(=O)O)c(C)nc1C, CCOC(C)=O, [Na+], O=C([O-])O, O, O. Product: COC(=O)c1cc(CO)c(C)nc1C. Reaction SMILES: [BH3:16].[C:22]([OH:23])(=[O:24])[CH3:25].[CH2:17]1[O:18][CH2:19][CH2:20][CH2:21]1.[CH2:32]1[O:33][CH2:34][CH2:35][CH2:36]1.[CH3:1][O:2][C:3](=[O:4])[c:5]1[c:6]([CH3:15])[n:7][c:8]([CH3:14])[c:9]([C:10](=[O:11])[OH:12])[cH:13]1.[CH3:38][CH2:39][O:40][C:41]([CH3:42])=[O:43].[Na+:31].[O-:27][C:28]([OH:29])=[O:30].[OH2:26].[OH2:37]>>[CH3:1][O:2][C:3](=[O:4])[c:5]1[c:6]([CH3:15])[n:7][c:8]([CH3:14])[c:9]([CH2:10][OH:11])[cH:13]1. Starting materials: C1CCOC1, CC(=O)OC(C)=O, ClCCl, NCc1ccc(N2CC(CNC(=O)c3ccc(Cl)s3)OC2=O)cc1, c1ccncc1. Yields the product CC(=O)NCc1ccc(N2CC(CNC(=O)c3ccc(Cl)s3)OC2=O)cc1. RXN SMILES: [CH2:38]1[O:39][CH2:40][CH2:41][CH2:42]1.[CH3:31][C:32](=[O:33])[O:34][C:35](=[O:36])[CH3:37].[Cl:43][CH2:44][Cl:45].[NH2:1][CH2:2][c:3]1[cH:4][cH:5][c:6]([N:9]2[C:10](=[O:24])[O:11][CH:12]([CH2:14][NH:15][C:16](=[O:17])[c:18]3[s:19][c:20]([Cl:23])[cH:21][cH:22]3)[CH2:13]2)[cH:7][cH:8]1.[cH:25]1[cH:26][cH:27][n:28][cH:29][cH:30]1>>[NH:1]([CH2:2][c:3]1[cH:4][cH:5][c:6]([N:9]2[C:10](=[O:24])[O:11][CH:12]([CH2:14][NH:15][C:16](=[O:17])[c:18]3[s:19][c:20]([Cl:23])[cH:21][cH:22]3)[CH2:13]2)[cH:7][cH:8]1)[C:32]([CH3:31])=[O:33]. Starting materials: ClC1=NC2=CC(=C(C=C2N=C1Cl)S(=O)(=O)Cl)Cl (2,3,7-trichloro-6-quinoxalinesulfonyl chloride), FC(CO)(F)F (2,2,2-trifluoroethanol), C(C)(C)N(C(C)C)CC (N,N-diisopropylethylamine). The solvent is C(C)OCC (diethyl ether), O1CCCC1 (tetrahydrofuran). Yields the product ClC1=NC2=CC(=C(C=C2N=C1Cl)S(=O)(=O)OCC(F)(F)F)Cl (2,3,7-Trichloro-6-quinoxalinesulfonic Acid, 2,2,2-Trifluoroethyl Ester). RXN SMILES: [Cl:1][C:2]1[C:11]([Cl:12])=[N:10][C:9]2[C:4](=[CH:5][C:6]([Cl:17])=[C:7]([S:13](Cl)(=[O:15])=[O:14])[CH:8]=2)[N:3]=1.[F:18][C:19]([F:23])([F:22])[CH2:20][OH:21].C(N(CC)C(C)C)(C)C>O1CCCC1.C(OCC)C>[Cl:1][C:2]1[C:11]([Cl:12])=[N:10][C:9]2[C:4](=[CH:5][C:6]([Cl:17])=[C:7]([S:13]([O:21][CH2:20][C:19]([F:23])([F:22])[F:18])(=[O:15])=[O:14])[CH:8]=2)[N:3]=1. Procedure: To a stirred mixture of 470 g (1.42 mole) of 2,3,7-trichloro-6-quinoxalinesulfonyl chloride and 153 g (1.53 mole) of 2,2,2-trifluoroethanol in 3 liters of anhydrous tetrahydrofuran are added 183 g (1.42 mole) of N,N-diisopropylethylamine. The resulting mixture is heated under reflux with exclusion of moisture for 24 hours. The solvent is removed under reduced pressure to obtain a residue which is dispersed in one liter of diethyl ether. The resulting mixture is washed twice with 500 ml of water ... The reactants are solution, [Li]CCCC (nBuLi), FC=1C=C(C=NC1)NC(C(C)(C)C)=O (N-(5-fluoropyridin-3-yl)-2,2-dimethylpropanamide), CN(C)CCN(C)C (TMEDA), II (Iodine). Solvent: hexanes, C1CCOC1 (THF), C1CCOC1 (THF). Run at temperature -78 celsius, time 1 hour. Yields the product FC=1C(=C(C=NC1)NC(C(C)(C)C)=O)I (N-(5-Fluoro-4-iodopyridin-3-yl)-2,2-dimethylpropanamide). The yield is 100.0%. As a reaction SMILES: [Li]CCCC.[F:6][C:7]1[CH:8]=[C:9]([NH:13][C:14](=[O:19])[C:15]([CH3:18])([CH3:17])[CH3:16])[CH:10]=[N:11][CH:12]=1.CN(CCN(C)C)C.[I:28]I>C1COCC1>[F:6][C:7]1[C:8]([I:28])=[C:9]([NH:13][C:14](=[O:19])[C:15]([CH3:16])([CH3:18])[CH3:17])[CH:10]=[N:11][CH:12]=1. Procedure: A 2.5M solution of nBuLi (30.6 mL, 76 mmol) in hexanes was added drop-wise to a solution of N-(5-fluoropyridin-3-yl)-2,2-dimethylpropanamide 5.0 g, 25.5 mmol) and TMEDA (11.54 mL, 76 mmol) in THF (127 mL) at −78° C. over 1 hour, while ensuring the internal temperature did not go above −70° C. The resulting solution was stirred at −78° C. for 1 hour. Iodine (19.40 g, 76 mmol) in THF (20 mL) was added drop-wise over 30 min ensuring the internal temperature remained below −70° C. The resulting reac... Starting materials: CC(=O)OC(C)=O, CCCCCl, CC1Cc2cccc(N)c2S1. Yields the product CC(=O)Nc1cccc2c1SC(C)C2. As a reaction SMILES: [CH3:12][C:13](=[O:14])[O:15][C:16](=[O:17])[CH3:18].[Cl:19][CH2:20][CH2:21][CH2:22][CH3:23].[NH2:1][c:2]1[cH:3][cH:4][cH:5][c:6]2[c:7]1[S:8][CH:9]([CH3:11])[CH2:10]2>>[NH:1]([c:2]1[cH:3][cH:4][cH:5][c:6]2[c:7]1[S:8][CH:9]([CH3:11])[CH2:10]2)[C:13]([CH3:12])=[O:14]. RXN SMILES: [C:1]([CH3:2])([CH3:3])([CH3:4])[O:5][C:6]([CH2:7][n:8]1[cH:9][cH:10][c:11]2[c:12]([CH3:36])[cH:13][c:14]([O:17][CH2:18][c:19]3[n:20]([CH3:35])[n:21][c:22](-[c:24]4[cH:25][cH:26][c:27]([O:30][C:31]([F:32])([F:33])[F:34])[cH:28][cH:29]4)[cH:23]3)[cH:15][c:16]12)=[O:37].[Li+:39].[OH-:38]>>[O:5]=[C:6]([CH2:7][n:8]1[cH:9][cH:10][c:11]2[c:12]([CH3:36])[cH:13][c:14]([O:17][CH2:18][c:19]3[n:20]([CH3:35])[n:21][c:22](-[c:24]4[cH:25][cH:26][c:27]([O:30][C:31]([F:32])([F:33])[F:34])[cH:28][cH:29]4)[cH:23]3)[cH:15][c:16]12)[OH:37]. Starting materials: Cc1cc(OCc2cc(-c3ccc(OC(F)(F)F)cc3)nn2C)cc2c1ccn2CC(=O)OC(C)(C)C, [Li+], [OH-]. Yields the product Cc1cc(OCc2cc(-c3ccc(OC(F)(F)F)cc3)nn2C)cc2c1ccn2CC(=O)O. The reactants are CCOC(=O)C(=O)c1sc(Br)c(Br)c1Br, CC(C)=O, Cl, O. Yields the product O=C(O)C(=O)c1sc(Br)c(Br)c1Br. As a reaction SMILES: [CH2:1]([CH3:2])[O:3][C:4]([C:5](=[O:6])[c:7]1[s:8][c:9]([Br:14])[c:10]([Br:13])[c:11]1[Br:12])=[O:15].[CH3:17][C:18](=[O:19])[CH3:20].[ClH:16].[OH2:21]>>[O:3]=[C:4]([C:5](=[O:6])[c:7]1[s:8][c:9]([Br:14])[c:10]([Br:13])[c:11]1[Br:12])[OH:15]. Starting materials: C(C)(C)(C)OC(=O)N1CCC(CC1)(C1=CC=CC=C1)OC (1-t-Butoxycarbonyl-4-methoxy-4-phenylpiperidine), [OH-].[Na+] (sodium hydroxide). Run in O1CCOCC1 (1,4-dioxane), Cl (hydrochloric acid). Conditions: temperature 0 celsius, time 1.5 hour. The product is COC1(CCNCC1)C1=CC=CC=C1 (4-Methoxy-4-phenylpiperidine). The yield is 49.0%. As a reaction SMILES: C(OC([N:8]1[CH2:13][CH2:12][C:11]([O:20][CH3:21])([C:14]2[CH:19]=[CH:18][CH:17]=[CH:16][CH:15]=2)[CH2:10][CH2:9]1)=O)(C)(C)C.[OH-].[Na+]>O1CCOCC1.Cl>[CH3:21][O:20][C:11]1([C:14]2[CH:19]=[CH:18][CH:17]=[CH:16][CH:15]=2)[CH2:10][CH2:9][NH:8][CH2:13][CH2:12]1 |f:1.2|. Procedure details: 1-t-Butoxycarbonyl-4-methoxy-4-phenylpiperidine (150 mg, 0.51 mmol) was dissolved in a mixed solvent of 1,4-dioxane (20 ml) and concentrated hydrochloric acid (10 ml). The resulting solution was stirred at 0° C. for a while and then gradually returned to a room temperature spending 1.5 hours. The reaction solution was neutralized by adding with sodium hydroxide aqueous solution (1 N), and then the solvent was evaporated under a reduced pressure. The thus obtained residue was mixed with ethyl ace... Starting materials: ClC1=C(C=CC(=C1)Cl)N1CCCN2C1=NC=1C2=C(C=CC1)C=O (1-(2,4-dichlorophenyl)-1,2,3,4-tetrahydropyrimido[1,2-a]benzimidazole-6-carbaldehyde), C(C)[Mg]Br (ethylmagnesium bromide). Solvent: O1CCCC1 (tetrahydrofuran). Conditions: temperature 0 celsius, time 1 hour. Yields the product ClC1=C(C=CC(=C1)Cl)N1CCCN2C1=NC1=C2C(=CC=C1)C(CC)O (1-[1-(2,4-Dichlorophenyl)-1,2,3,4-tetrahydropyrimido[1,2-a]benzimidazol-6-yl]propan-1-ol). The yield is 90.4%. RXN SMILES: [Cl:1][C:2]1[CH:7]=[C:6]([Cl:8])[CH:5]=[CH:4][C:3]=1[N:9]1[C:14]2=[N:15][C:16]3[C:17](=[C:18]([CH:22]=[O:23])[CH:19]=[CH:20][CH:21]=3)[N:13]2[CH2:12][CH2:11][CH2:10]1.[CH2:24]([Mg]Br)[CH3:25]>O1CCCC1>[Cl:1][C:2]1[CH:7]=[C:6]([Cl:8])[CH:5]=[CH:4][C:3]=1[N:9]1[C:14]2=[N:15][C:16]3[CH:21]=[CH:20][CH:19]=[C:18]([CH:22]([OH:23])[CH2:24][CH3:25])[C:17]=3[N:13]2[CH2:12][CH2:11][CH2:10]1. Reported procedure: To a solution of 1-(2,4-dichlorophenyl)-1,2,3,4-tetrahydropyrimido[1,2-a]benzimidazole-6-carbaldehyde (3.00 g, 8.67 mmol) in tetrahydrofuran (25 mL) was added dropwise ethylmagnesium bromide (3.0 M solution in diethyl ether, 3.4 mL, 10.4 mmol) at 0° C., and the mixture was stirred at 0° C. for 1 hr. The reaction was quenched by methanol, and the mixture was neutralized with aqueous saturated ammonium chloride, and extracted with ethyl acetate. The combined organic layer was washed with brine, dr... The product is COC(=O)c1cc(Cl)cc(Cl)c1. Reactants: ClCCl, C[Si](C)(C)C=[N+]=[N-], CO, O=C(O)c1cc(Cl)cc(Cl)c1. As a reaction SMILES: [CH2:19]([Cl:20])[Cl:21].[CH3:1][Si:2]([CH:3]=[N+:4]=[N-:5])([CH3:6])[CH3:7].[CH3:22][OH:23].[Cl:8][c:9]1[cH:10][c:11]([C:12](=[O:13])[OH:14])[cH:15][c:16]([Cl:18])[cH:17]1>>[CH3:1][O:14][C:12]([c:11]1[cH:10][c:9]([Cl:8])[cH:17][c:16]([Cl:18])[cH:15]1)=[O:13].